describe an organic reaction: reactants, conditions, products, and yield From a dataset of the Open Reaction Database (ORD), a public repository of structured organic reaction records. Starting materials: CCN=C=NCCCN(C)C, CN(C)C=O, CCOC(C)=O, Cl, CC(C)(C)COc1cccc(CC(N)C(O)c2cccc(Cl)c2)c1, O, On1nnc2ccccc21, O=C(O)c1cccc2c1C=CCCC2. The product is CC(C)(C)COc1cccc(CC(NC(=O)c2cccc3c2C=CCCC3)C(O)c2cccc(Cl)c2)c1. As a reaction SMILES: [CH2:51]([N:52]=[C:53]=[N:54][CH2:55][CH2:56][CH2:57][N:58]([CH3:59])[CH3:60])[CH3:61].[CH3:62][N:63]([CH3:64])[CH:65]=[O:66].[CH3:67][CH2:68][O:69][C:70](=[O:71])[CH3:72].[ClH:50].[NH2:1][CH:2]([CH:3]([OH:4])[c:5]1[cH:6][c:7]([Cl:11])[cH:8][cH:9][cH:10]1)[CH2:12][c:13]1[cH:14][c:15]([O:19][CH2:20][C:21]([CH3:22])([CH3:23])[CH3:24])[cH:16][cH:17][cH:18]1.[OH2:39].[OH:40][n:41]1[c:42]2[cH:43][cH:44][cH:45][cH:46][c:47]2[n:48][n:49]1.[c:25]1([C:36](=[O:37])[OH:38])[cH:26][cH:27][cH:28][c:29]2[c:30]1[CH:31]=[CH:32][CH2:33][CH2:34][CH2:35]2>>[NH:1]([CH:2]([CH:3]([OH:4])[c:5]1[cH:6][c:7]([Cl:11])[cH:8][cH:9][cH:10]1)[CH2:12][c:13]1[cH:14][c:15]([O:19][CH2:20][C:21]([CH3:22])([CH3:23])[CH3:24])[cH:16][cH:17][cH:18]1)[C:36]([c:25]1[cH:26][cH:27][cH:28][c:29]2[c:30]1[CH:31]=[CH:32][CH2:33][CH2:34][CH2:35]2)=[O:37]. Starting materials: CC(C)(C)[NH-], Cc1cc(C(=O)O)on1, CN(C)C=O, Cl, [Li]CCCC, C1CCOC1, O. Yields the product CC(C)(C)[NH-], Cc1noc(C(=O)O)c1C=O. Reaction SMILES: [C:6]([CH3:7])([CH3:8])([CH3:9])[NH-:10].[CH3:11][c:12]1[n:13][o:14][c:15]([C:17](=[O:18])[OH:19])[cH:16]1.[CH3:27][N:28]([CH3:29])[CH:30]=[O:31].[ClH:20].[Li:1][CH2:2][CH2:3][CH2:4][CH3:5].[O:21]1[CH2:22][CH2:25][CH2:24][CH2:23]1.[OH2:26]>>[C:6]([CH3:7])([CH3:8])([CH3:9])[NH-:10].[CH3:11][c:12]1[n:13][o:14][c:15]([C:17](=[O:18])[OH:19])[c:16]1[CH:22]=[O:21]. The reactants are C(C)(C)N1CCC(CC1)OC1=CC=2C=C3N(C2C=C1)CCNC3=O (8-(1-Isopropyl-piperidin-4-yloxy)-3,4-dihydro-2H-pyrazino[1,2-a]indol-1-one), [H-].[Na+] (sodium hydride), ClCC(=O)N(C)C (2-chloro-N,N-dimethylacetamide). Product: C(C)(C)N1CCC(CC1)OC1=CC=2C=C3N(C2C=C1)CCN(C3=O)CC(=O)N(C)C (2-[8-(1-Isopropyl-piperidin-4-yloxy)-1-oxo-3,4-dihydro-1H-pyrazino[1,2-a]indol-2-yl]-N,N-dimethyl-acetamide). The yield is 71.0%. RXN SMILES: [CH:1]([N:4]1[CH2:9][CH2:8][CH:7]([O:10][C:11]2[CH:19]=[CH:18][C:17]3[N:16]4[CH2:20][CH2:21][NH:22][C:23](=[O:24])[C:15]4=[CH:14][C:13]=3[CH:12]=2)[CH2:6][CH2:5]1)([CH3:3])[CH3:2].[H-].[Na+].Cl[CH2:28][C:29]([N:31]([CH3:33])[CH3:32])=[O:30]>>[CH:1]([N:4]1[CH2:9][CH2:8][CH:7]([O:10][C:11]2[CH:19]=[CH:18][C:17]3[N:16]4[CH2:20][CH2:21][N:22]([CH2:28][C:29]([N:31]([CH3:33])[CH3:32])=[O:30])[C:23](=[O:24])[C:15]4=[CH:14][C:13]=3[CH:12]=2)[CH2:6][CH2:5]1)([CH3:3])[CH3:2] |f:1.2|. Procedure: The title compound was synthesized in analogy to example 17, from 8-(1-isopropyl-piperidin-4-yloxy)-3,4-dihydro-2H-pyrazino[1,2-a]indol-1-one (example 1), sodium hydride and 2-chloro-N,N-dimethylacetamide, to give the desired product as a white solid (71%). Starting materials: N#Cc1ccccc1Br, CC(C)[Si](C(C)C)(C(C)C)n1ccc2cc(Br)ccc21, CC(=O)[CH-]C(C)=O, C1CCOC1, CC(C)C[AlH]CC(C)C, [Li]C(C)CC, [Ni], c1ccc(P(c2ccccc2)c2ccccc2)cc1, c1ccc2[nH]ccc2c1. The product is CC(C)[Si](C(C)C)(C(C)C)n1ccc2cc(-c3ccccc3C#N)ccc21. Reaction SMILES: [Br:54][c:55]1[c:56]([C:57]#[N:58])[cH:59][cH:60][cH:61][cH:62]1.[Br:6][c:7]1[cH:8][c:9]2[cH:10][cH:11][n:12]([Si:16]([CH:17]([CH3:18])[CH3:19])([CH:20]([CH3:21])[CH3:22])[CH:23]([CH3:24])[CH3:25])[c:13]2[cH:14][cH:15]1.[CH-:78]([C:79](=[O:80])[CH3:81])[C:82](=[O:83])[CH3:84].[CH2:72]1[O:73][CH2:74][CH2:75][CH2:76]1.[CH3:45][CH:46]([CH2:47][AlH:48][CH2:49][CH:50]([CH3:51])[CH3:52])[CH3:53].[CH:1]([Li:2])([CH2:3][CH3:4])[CH3:5].[Ni:77].[c:26]1([P:27]([c:28]2[cH:29][cH:30][cH:31][cH:32][cH:33]2)[c:34]2[cH:35][cH:36][cH:37][cH:38][cH:39]2)[cH:40][cH:41][cH:42][cH:43][cH:44]1.[nH:63]1[c:64]2[c:65]([cH:66][cH:67][cH:68][cH:69]2)[cH:70][cH:71]1>>[c:7]1(-[c:55]2[c:56]([C:57]#[N:58])[cH:59][cH:60][cH:61][cH:62]2)[cH:8][c:9]2[cH:10][cH:11][n:12]([Si:16]([CH:17]([CH3:18])[CH3:19])([CH:20]([CH3:21])[CH3:22])[CH:23]([CH3:24])[CH3:25])[c:13]2[cH:14][cH:15]1. The reactants are C(CCC)C=1NC(=C(N1)SCC1=CC=C(C=C1)OC)C(C=C)=O (1-[2-butyl-4-[4-methoxy-benzyl-thio]-5-imidazolyl]-2-propen-1-one). Solvent: ClCCl (dichloromethane). Product: C(CCC)C=1NC2=C(N1)SCCC2=O (2-butyl-5,6-dihydro-thiopyrano[2,3-d]-imidazol-7(1H)-one). As a reaction SMILES: [CH2:1]([C:5]1[NH:6][C:7]([C:20](=[O:23])[CH:21]=[CH2:22])=[C:8]([S:10]CC2C=CC(OC)=CC=2)[N:9]=1)[CH2:2][CH2:3][CH3:4]>ClCCl>[CH2:1]([C:5]1[NH:6][C:7]2[C:20](=[O:23])[CH2:21][CH2:22][S:10][C:8]=2[N:9]=1)[CH2:2][CH2:3][CH3:4]. Procedure: 2.1 g of the product of Stage 4 (6.4 mmoles) were dissolved in 65 ml of dichloromethane (10 ml/mmole) and the following were introduced at about 0° C.: Reactants: product, Cl(=O)(=O)(=O)[O-].[Li+] (lithium perchlorate), O1CC12CCN(CC2)C(=O)OCC2=CC=CC=C2 (benzyl 1-oxa-6-azaspiro[2.5]octane-6-carboxylate), C1(CC1)CN (1-cyclopropylmethanamine). Yields the product C1(CC1)CNCC1(CCN(CC1)C(=O)OCC1=CC=CC=C1)O (benzyl 4-{[(cyclopropylmethyl)amino]methyl}-4-hydroxypiperidine-1-carboxylate). Reaction SMILES: [O:1]1[C:3]2([CH2:8][CH2:7][N:6]([C:9]([O:11][CH2:12][C:13]3[CH:18]=[CH:17][CH:16]=[CH:15][CH:14]=3)=[O:10])[CH2:5][CH2:4]2)[CH2:2]1.[CH:19]1([CH2:22][NH2:23])[CH2:21][CH2:20]1.Cl([O-])(=O)(=O)=O.[Li+]>>[CH:19]1([CH2:22][NH:23][CH2:2][C:3]2([OH:1])[CH2:8][CH2:7][N:6]([C:9]([O:11][CH2:12][C:13]3[CH:18]=[CH:17][CH:16]=[CH:15][CH:14]=3)=[O:10])[CH2:5][CH2:4]2)[CH2:21][CH2:20]1 |f:2.3|. Reported procedure: The object product (2.53 g, 99%) was obtained in the same manner as in Example 24(1) and using benzyl 1-oxa-6-azaspiro[2.5]octane-6-carboxylate (1.98 g), 1-cyclopropylmethanamine (570 mg) and lithium perchlorate (960 mg). The reactants are FC1(CC2C(C(=O)OC2=O)CC1)F (4,4-difluorohexahydrophthalic anhydride), ClCl (chlorine). Yields the product FC=1C=C2C(C(=O)OC2=O)=CC1 (4-fluorophthalic anhydride). The yield is 80.0%. As a reaction SMILES: [F:1][C:2]1(F)[CH2:12][CH2:11][CH:5]2[C:6]([O:8][C:9](=[O:10])[CH:4]2[CH2:3]1)=[O:7].ClCl>>[F:1][C:2]1[CH:3]=[C:4]2[C:9](=[O:10])[O:8][C:6](=[O:7])[C:5]2=[CH:11][CH:12]=1. Procedure details: The procedure of Example III was repeated except that the feed was 4,4-difluorohexahydrophthalic anhydride, the vapor temperature was 240° C., reaction temperature was 255° C., the organic rate was 0.5 grams/minute, and the chlorine rate was 183 ml/min. The product, 4-fluorophthalic anhydride, was produced in 80% yield and 90% purity. The solvent is C(Cl)Cl (methylene chloride), C(Cl)(Cl)Cl (chloroform). RXN SMILES: [OH:1][CH2:2][C:3]1[CH:4]=[C:5]([C:10]([CH3:13])=[CH:11][CH:12]=1)[NH:6][C:7]([CH3:9])=[O:8].[C:14]([O-:17])(=O)[CH3:15].[K+].C(OC(=O)C)(=O)C.C(O[N:32]=O)CC(C)C.C1OCCOCCOCCOCCOCCOC1>C(Cl)(Cl)Cl.C(Cl)Cl>[C:7]([N:6]1[C:5]2[C:10](=[CH:11][CH:12]=[C:3]([CH2:2][O:1][C:14](=[O:17])[CH3:15])[CH:4]=2)[CH:13]=[N:32]1)(=[O:8])[CH3:9] |f:1.2|. Yields the product C(C)(=O)N1N=CC2=CC=C(C=C12)COC(C)=O (1-Acetyl-6-(acetoxymethyl)indazole). Reactants: OCC=1C=C(NC(=O)C)C(=CC1)C (3-(hydroxymethyl)-6-methyl-N-(methylcarbonyl)aniline), C(C)(=O)[O-].[K+] (potassium acetate), C(C)(=O)OC(C)=O (acetic anhydride), C(CC(C)C)ON=O (isoamylnitrite), C1COCCOCCOCCOCCOCCO1 (18-crown-6). Procedure details: To a suspension of 3-(hydroxymethyl)-6-methyl-N-(methylcarbonyl)aniline (10.0 g, 45 mmol) (97) and potassium acetate (8.6 g, 88 mmol) in chloroform (300 mL), was added acetic anhydride (8.3 mL, 88 mmol), isoamylnitrite (35 mL, 300 mmol) and 18-crown-6 (1.5 g, 0.6 mmol) at room temperature. The reaction mixture was heated at its reflux temperature for 28 hours. The reaction mixture was diluted with methylene chloride (600 mL) and washed with saturated NaHCO3 aqueous solution (300 mL), water (300 ... Yield: 95.8%.